This data is from the Open Reaction Database (ORD), a public repository of structured organic reaction records. The task is: describe an organic reaction: reactants, conditions, products, and yield The reactants are COC1=C(C(=CC=C1)OC)C1CCCC(N1)=O (6-(2,6-dimethoxyphenyl)piperidin-2-one), ClCC1=CC2=C(OCO2)C=C1 (5-(chloromethyl)benzo[d][1,3]dioxole). Product: O1COC2=C1C=CC(=C2)CN2C(CCCC2C2=C(C=CC=C2OC)OC)=O (1-(benzo[d][1,3]dioxol-5-ylmethyl)-6-(2,6-dimethoxyphenyl)piperidin-2-one). As a reaction SMILES: [CH3:1][O:2][C:3]1[CH:8]=[CH:7][CH:6]=[C:5]([O:9][CH3:10])[C:4]=1[CH:11]1[NH:16][C:15](=[O:17])[CH2:14][CH2:13][CH2:12]1.Cl[CH2:19][C:20]1[CH:28]=[CH:27][C:23]2[O:24][CH2:25][O:26][C:22]=2[CH:21]=1>>[O:24]1[C:23]2[CH:27]=[CH:28][C:20]([CH2:19][N:16]3[CH:11]([C:4]4[C:5]([O:9][CH3:10])=[CH:6][CH:7]=[CH:8][C:3]=4[O:2][CH3:1])[CH2:12][CH2:13][CH2:14][C:15]3=[O:17])=[CH:21][C:22]=2[O:26][CH2:25]1. Procedure details: Prepared according to the described general procedure 4 (GP4) by reaction of 6-(2,6-dimethoxyphenyl)piperidin-2-one with commercially available 5-(chloromethyl)benzo[d][1,3]dioxole. Subsequent purification by preparative HPLC afforded the target compound. LC-MS (conditions E): tR=0.71 min.; [M+H]+: 369.68 g/mol. Reactants: CC(C)([O-])C.[K+] (Potassium tert-butoxide), C(#N)[C@@](CCC(=O)OC)(C(C)C)C1=CC(=C(C=C1)OC)OC (methyl (S)-4-cyano-4-(3,4-dimethoxyphenyl)-5-methylhexanoate). Run in CS(=O)C (dimethyl sulphoxide). Run at time 5 minute. The product is C(#N)C(CCC(=O)OC)(C(C)C)C1=CC(=C(C=C1)OC)OC (methyl 4-cyano-4-(3,4-dimethoxyphenyl)-5-methylhexanoate). As a reaction SMILES: CC(C)([O-])C.[K+].[C:7]([C@:9]([C:19]1[CH:24]=[CH:23][C:22]([O:25][CH3:26])=[C:21]([O:27][CH3:28])[CH:20]=1)([CH:16]([CH3:18])[CH3:17])[CH2:10][CH2:11][C:12]([O:14][CH3:15])=[O:13])#[N:8]>CS(C)=O>[C:7]([C:9]([C:19]1[CH:24]=[CH:23][C:22]([O:25][CH3:26])=[C:21]([O:27][CH3:28])[CH:20]=1)([CH:16]([CH3:18])[CH3:17])[CH2:10][CH2:11][C:12]([O:14][CH3:15])=[O:13])#[N:8] |f:0.1|. Procedure details: Potassium tert-butoxide (27.5 mg, 0.25 mmol) was added to a solution of methyl (S)-4-cyano-4-(3,4-dimethoxyphenyl)-5-methylhexanoate (150 mg, 0.491 mmol; 97% ee by chiral HPLC analysis) in anhydrous dimethyl sulphoxide (4 ml). The resulting golden yellow solution was stirred at room temperature for five minutes and then heated at 100° C. for 1 hour. The reaction mixture was then worked up by quenching with acetic acid and evaporation of solvent under high vacuum, followed by partitioning of the ... The reactants are ON=C(C1=CC=C(C=C1)OCCCN1CCC(CC1)CCCO)N (N′-hydroxy-4-{3-[4-(3-hydroxypropyl)-1-piperidinyl]propoxy}benzamidine), C(C)(=O)OC(C)=O (acetic anhydride). Reagents/catalysts: [C].[Pd] (palladium-carbon). The solvent is C(C)(=O)O (acetic acid). Run at time 50 minute. Yields the product OCCCC1CCN(CC1)CCCOC1=CC=C(C(=N)N)C=C1 (4-{3-[4-(3-hydroxypropyl)-1-piperidinyl]propoxy}benzamidine). Yield: 88.5%. RXN SMILES: O[N:2]=[C:3]([NH2:24])[C:4]1[CH:9]=[CH:8][C:7]([O:10][CH2:11][CH2:12][CH2:13][N:14]2[CH2:19][CH2:18][CH:17]([CH2:20][CH2:21][CH2:22][OH:23])[CH2:16][CH2:15]2)=[CH:6][CH:5]=1.C(OC(=O)C)(=O)C>[C].[Pd].C(O)(=O)C>[OH:23][CH2:22][CH2:21][CH2:20][CH:17]1[CH2:18][CH2:19][N:14]([CH2:13][CH2:12][CH2:11][O:10][C:7]2[CH:8]=[CH:9][C:4]([C:3]([NH2:24])=[NH:2])=[CH:5][CH:6]=2)[CH2:15][CH2:16]1 |f:2.3|. Procedure: To an acetic acid (80 mL) suspension of 10.0 g of N′-hydroxy-4-{3-[4-(3-hydroxypropyl)-1-piperidinyl]propoxy}benzamidine were added 5.31 mL of acetic anhydride and 0.50 g of 5% palladium-carbon at room temperature, which was stirred at room temperature under hydrogen atmosphere for 12 hours and 50 minutes. After filtering off insoluble matter, the solvent was distilled off under reduced pressure. To the resultant residue was added 6 mol/L hydrochloric acid, followed by distilling off the solvent... The reactants are C(=O)(O)[O-].[Na+] (NaHCO3), N#CBr (cyanogen bromide), C(C)(C)[C@@H]1N(C(OC1)=O)C1=NC=2N(C=C1)N=CC2C2=CC=C(C(=O)NN)C=C2 ((S)-4-(5-(4-isopropyl-2-oxooxazolidin-3-yl)pyrazolo[1,5-a]pyrimidin-3-yl)benzohydrazide). Run in O (water), O1CCOCC1 (p-dioxane), CCOC(=O)C (EtOAc). Run at time 17 hour. Product: NC1=NN=C(O1)C1=CC=C(C=C1)C=1C=NN2C1N=C(C=C2)N2C(OC[C@@H]2C(C)C)=O ((S)-3-(3-(4-(5-amino-1,3,4-oxadiazol-2-yl)phenyl)pyrazolo[1,5-a]pyrimidin-5-yl)-4-isopropyloxazolidin-2-one). Isolated yield 49.0%. As a reaction SMILES: [CH:1]([C@H:4]1[CH2:8][O:7][C:6](=[O:9])[N:5]1[C:10]1[CH:15]=[CH:14][N:13]2[N:16]=[CH:17][C:18]([C:19]3[CH:28]=[CH:27][C:22]([C:23]([NH:25][NH2:26])=[O:24])=[CH:21][CH:20]=3)=[C:12]2[N:11]=1)([CH3:3])[CH3:2].[N:29]#[C:30]Br.C([O-])(O)=O.[Na+]>O1CCOCC1.O.CCOC(C)=O>[NH2:29][C:30]1[O:24][C:23]([C:22]2[CH:27]=[CH:28][C:19]([C:18]3[CH:17]=[N:16][N:13]4[CH:14]=[CH:15][C:10]([N:5]5[C@@H:4]([CH:1]([CH3:3])[CH3:2])[CH2:8][O:7][C:6]5=[O:9])=[N:11][C:12]=34)=[CH:20][CH:21]=2)=[N:25][N:26]=1 |f:2.3|. Procedure: To a suspension of (S)-4-(5-(4-isopropyl-2-oxooxazolidin-3-yl)pyrazolo[1,5-a]pyrimidin-3-yl)benzohydrazide (50 mg, 0.131 mmol) in 3 mL of p-dioxane was added cyanogen bromide (30.6 mg, 0.289 mmol) followed by a solution of NaHCO3 (13.3 mg, 0.158 mmol) in 1.5 mL of water. The resulting mixture became a clear tan solution within 3 minutes, and was allowed to stir at ambient temperature for 17 hours. The reaction was diluted with EtOAc, and the organic layer was washed with water and brine. The com... Reactants: ice water, N1(N=CN=C1)CC(=O)C1=CC=CC=C1 (2-(1H-1,2,4-triazol-1-yl)-acetophenone), C(C)OCC (diethyl ether), C[Si](C)(C)C[Mg]Cl (trimethylsilylmethylmagnesium chloride), Cl (hydrochloric acid). Solvent: O1CCCC1 (tetrahydrofuran). Run at time 30 minute. Product: C1(=CC=CC=C1)C(CN1N=CN=C1)(C[Si](C)(C)C)O (2-Phenyl-1-(1H-1,2,4-triazol-1-yl)-3-trimethylsilyl-2-propanol). Yield: 15.0%. RXN SMILES: [N:1]1([CH2:6][C:7]([C:9]2[CH:14]=[CH:13][CH:12]=[CH:11][CH:10]=2)=[O:8])[CH:5]=[N:4][CH:3]=[N:2]1.C(OCC)C.[CH3:20][Si:21]([CH2:24][Mg]Cl)([CH3:23])[CH3:22].Cl>O1CCCC1>[C:9]1([C:7]([OH:8])([CH2:20][Si:21]([CH3:24])([CH3:23])[CH3:22])[CH2:6][N:1]2[CH:5]=[N:4][CH:3]=[N:2]2)[CH:14]=[CH:13][CH:12]=[CH:11][CH:10]=1. Reported procedure: 0.505 g (2.7 mmole) of 2-(1H-1,2,4-triazol-1-yl)-acetophenone was added to 50 ml of diethyl ether. The solution was then stirred at room temperature under a stream of nitrogen, and 13.5 ml (13.5 mmole) of a 1 M tetrahydrofuran solution of trimethylsilylmethylmagnesium chloride were added dropwise at such a rate that the temperature of the reaction mixture did not rise higher than 25° C. After the addition was complete, the reaction mixture was stirred for 30 minutes at room temperature; it was t... Starting materials: C(C=C)N1C(C2=C(CCC1)C=CC(=C2)O)=O (2-allyl-8-hydroxy-2,3,4,5-tetrahydro-1H-2-benzazepin-1-one), N(=[N+]=[N-])CCCCCCCCOS(=O)(=O)C=1C(=CC=CC1)C (8-azido-1-(toluenesulfonyloxy)octane), C(=O)([O-])[O-].[K+].[K+] (K2CO3). The solvent is CN(C=O)C (N,N-dimethylformamide). Run at temperature 65 celsius. The product is C(C=C)N1C(C2=C(CCC1)C=CC(=C2)OCCCCCCCCN=[N+]=[N-])=O (2-allyl-8-(8-azidooctyloxy)-2,3,4,5-tetrahydro-1H-2-benzazepin-1-one). Isolated yield 50.7%. As a reaction SMILES: [CH2:1]([N:4]1[CH2:10][CH2:9][CH2:8][C:7]2[CH:11]=[CH:12][C:13]([OH:15])=[CH:14][C:6]=2[C:5]1=[O:16])[CH:2]=[CH2:3].[N:17]([CH2:20][CH2:21][CH2:22][CH2:23][CH2:24][CH2:25][CH2:26][CH2:27]OS(C1C(C)=CC=CC=1)(=O)=O)=[N+:18]=[N-:19].C([O-])([O-])=O.[K+].[K+]>CN(C)C=O>[CH2:1]([N:4]1[CH2:10][CH2:9][CH2:8][C:7]2[CH:11]=[CH:12][C:13]([O:15][CH2:27][CH2:26][CH2:25][CH2:24][CH2:23][CH2:22][CH2:21][CH2:20][N:17]=[N+:18]=[N-:19])=[CH:14][C:6]=2[C:5]1=[O:16])[CH:2]=[CH2:3] |f:2.3.4|. Procedure details: A suspension of 2-allyl-8-hydroxy-2,3,4,5-tetrahydro-1H-2-benzazepin-1-one (1.0 g, 0.0049 mol), 8-azido-1-(toluenesulfonyloxy)octane (1.50 g, 0.0049 mol) and K2CO3 in N,N-dimethylformamide (20 mL) was stirred vigorously under argon, and heated at 65° C. for 18 hours. The solution was then partitioned between ethyl acetate and brine, and the combined organic layers were washed with water, dried (K2CO3), filtered, and concentrated in vacuo. The residue was purified by chromatography over silica ge...